This data is from the Open Reaction Database (ORD), a public repository of structured organic reaction records. The task is: describe an organic reaction: reactants, conditions, products, and yield Starting materials: C(CCCCC)C(C=O)=CC1=CC=CC=C1 (α-hexylcinnamaldehyde), C(C)(C)[N-]C(C)C.[Li+] (lithium diisopropylamide), CC1=NC=CN=C1C (2,3-dimethylpyrazine). Solvent: O1CCCC1 (tetrahydrofuran), O1CCCC1 (tetrahydrofuran), O1CCCC1 (tetrahydrofuran). Yields the product C(CCCCC)C(C(CC1=NC=CN=C1C)O)=CC1=CC=CC=C1 (2-(3-Hexyl-2-hydroxy-4-phenyl-3-buten-1-yl)-3-methylpyrazine). Reaction SMILES: C([N-]C(C)C)(C)C.[Li+].[CH3:9][C:10]1[C:15]([CH3:16])=[N:14][CH:13]=[CH:12][N:11]=1.[CH2:17]([C:23](=[CH:26][C:27]1[CH:32]=[CH:31][CH:30]=[CH:29][CH:28]=1)[CH:24]=[O:25])[CH2:18][CH2:19][CH2:20][CH2:21][CH3:22]>O1CCCC1>[CH2:17]([C:23](=[CH:26][C:27]1[CH:28]=[CH:29][CH:30]=[CH:31][CH:32]=1)[CH:24]([OH:25])[CH2:9][C:10]1[C:15]([CH3:16])=[N:14][CH:13]=[CH:12][N:11]=1)[CH2:18][CH2:19][CH2:20][CH2:21][CH3:22] |f:0.1|. Procedure: To a solution of lithium diisopropylamide (1.5 Molar, 73.3 mL, 0.11 mole) in 150 mL of tetrahydrofuran at -78° C. is added slowly to a solution of 2,3-dimethylpyrazine (10.8 g, 0.1 mole) in 100 mL of tetrahydrofuran. The mixture is allowed to warm to room temperature and then cooled to -78° C. A solution of α-hexylcinnamaldehyde (23.7 g, 0.11 mole) in 100 mL of tetrahydrofuran is added dropwise over 15 minutes. The reaction product mixture is then worked up according to the procedures of Example... Yields the product CCC1(Cc2cccc(C(=O)OC)c2N)OCCO1. Starting materials: CCC1(Cc2cccc(C(=O)OC)c2[N+](=O)[O-])OCCO1, CCO. Reaction SMILES: [CH2:1]1[CH2:2][O:3][C:4]([CH2:5][c:6]2[c:7]([N+:16]([O-:17])=[O:18])[c:8]([C:12](=[O:13])[O:14][CH3:15])[cH:9][cH:10][cH:11]2)([CH2:19][CH3:20])[O:21]1.[CH3:22][CH2:23][OH:24]>>[CH2:1]1[CH2:2][O:3][C:4]([CH2:5][c:6]2[c:7]([NH2:16])[c:8]([C:12](=[O:13])[O:14][CH3:15])[cH:9][cH:10][cH:11]2)([CH2:19][CH3:20])[O:21]1. The reactants are BrC1=C(N=C(N(C1=O)CC1=CC=C(C=C1)C=1C(=CC=CC1)C#N)CCC)CC (4′-[(5-bromo-4-ethyl-6-oxo-2-propylpyrimidin-1(6H)-yl)methyl]biphenyl-2-carbonitrile), C(CCC)[Sn](C=C)(CCCC)CCCC (tributyl(vinyl)tin), [Cl-].[Li+] (lithium chloride). The reagents and catalysts are Cl[Pd]([P](C1=CC=CC=C1)(C2=CC=CC=C2)C3=CC=CC=C3)([P](C4=CC=CC=C4)(C5=CC=CC=C5)C6=CC=CC=C6)Cl (dichlorobis(triphenylphosphine)palladium). The solvent is C(C)(=O)OCC (ethyl acetate), [F-].[K+] (potassium fluoride), CN(C=O)C (N,N-dimethylformamide). Conditions: temperature 90 celsius, time 12 hour. Product: C(C)C=1N=C(N(C(C1C=C)=O)CC1=CC=C(C=C1)C=1C(=CC=CC1)C#N)CCC (4′-[(4-ethyl-6-oxo-2-propyl-5-vinylpyrimidin-1(6H)-yl)methyl]biphenyl-2-carbonitrile). The yield is 67.1%. RXN SMILES: Br[C:2]1[C:7](=[O:8])[N:6]([CH2:9][C:10]2[CH:15]=[CH:14][C:13]([C:16]3[C:17]([C:22]#[N:23])=[CH:18][CH:19]=[CH:20][CH:21]=3)=[CH:12][CH:11]=2)[C:5]([CH2:24][CH2:25][CH3:26])=[N:4][C:3]=1[CH2:27][CH3:28].[CH2:29]([Sn](CCCC)(CCCC)C=C)[CH2:30]CC.[Cl-].[Li+]>CN(C)C=O.C(OCC)(=O)C.[F-].[K+].Cl[Pd](Cl)([P](C1C=CC=CC=1)(C1C=CC=CC=1)C1C=CC=CC=1)[P](C1C=CC=CC=1)(C1C=CC=CC=1)C1C=CC=CC=1>[CH2:27]([C:3]1[N:4]=[C:5]([CH2:24][CH2:25][CH3:26])[N:6]([CH2:9][C:10]2[CH:15]=[CH:14][C:13]([C:16]3[C:17]([C:22]#[N:23])=[CH:18][CH:19]=[CH:20][CH:21]=3)=[CH:12][CH:11]=2)[C:7](=[O:8])[C:2]=1[CH:29]=[CH2:30])[CH3:28] |f:2.3,6.7,^1:61,80|. Reported procedure: To a solution of 4′-[(5-bromo-4-ethyl-6-oxo-2-propylpyrimidin-1(6H)-yl)methyl]biphenyl-2-carbonitrile (10 g), tributyl(vinyl)tin (10 g) and lithium chloride (2.9 g) in N,N-dimethylformamide (200 mL) was added dichlorobis(triphenylphosphine)palladium (0.80 g), and the mixture was stirred at 90° C. for 12 hr under an argon atmosphere. The reaction mixture was diluted with ethyl acetate, 15% aqueous potassium fluoride solution was added, and the mixture was stirred for 2 hr. The insoluble material ... Reactants: C([O-])([O-])=O.[Na+].[Na+] (Sodium carbonate), FC(S(=O)(=O)OC=1COCCC1)(F)F (5,6-dihydro-2H-pyran-3-yl trifluoromethanesulfonate), FC1=NC=CC=C1B(O)O (2-fluoropyridine-3-boronic acid). Reagents/catalysts: C=1C=CC(=CC1)[P](C=2C=CC=CC2)(C=3C=CC=CC3)[Pd]([P](C=4C=CC=CC4)(C=5C=CC=CC5)C=6C=CC=CC6)([P](C=7C=CC=CC7)(C=8C=CC=CC8)C=9C=CC=CC9)[P](C=1C=CC=CC1)(C=1C=CC=CC1)C=1C=CC=CC1 (tetrakis(triphenylphosphine)palladium). Run in COCCOC (DME), CCOC(=O)C (EtOAc), O (water). Reaction conditions: temperature 80 celsius, time 17 hour. The product is O1CC(=CCC1)C=1C(=NC=CC1)F (3-(5,6-dihydro-2H-pyran-3-yl)-2-fluoropyridine). As a reaction SMILES: C(=O)([O-])[O-].[Na+].[Na+].FC(F)(F)S(O[C:13]1[CH2:14][O:15][CH2:16][CH2:17][CH:18]=1)(=O)=O.[F:21][C:22]1[C:27](B(O)O)=[CH:26][CH:25]=[CH:24][N:23]=1>COCCOC.CCOC(C)=O.O.C1C=CC([P]([Pd]([P](C2C=CC=CC=2)(C2C=CC=CC=2)C2C=CC=CC=2)([P](C2C=CC=CC=2)(C2C=CC=CC=2)C2C=CC=CC=2)[P](C2C=CC=CC=2)(C2C=CC=CC=2)C2C=CC=CC=2)(C2C=CC=CC=2)C2C=CC=CC=2)=CC=1>[O:15]1[CH2:16][CH2:17][CH:18]=[C:13]([C:27]2[C:22]([F:21])=[N:23][CH:24]=[CH:25][CH:26]=2)[CH2:14]1 |f:0.1.2,^1:47,49,68,87|. Reported procedure: Sodium carbonate (29.0 mL, 58.0 mmol, 2.0 M in water) was added via syringe to a stirred mixture of 5,6-dihydro-2H-pyran-3-yl trifluoromethanesulfonate (4.49 g, 19.3 mmol), 2-fluoropyridine-3-boronic acid (2.72 g, 19.3 mmol), and tetrakis(triphenylphosphine)palladium (1.12 g, 0.97 mmol) in DME (82 mL) under an argon atmosphere. The reaction mixture was stirred at 80° C. for 17 h. The reaction mixture was then cooled to room temperature before being diluted with EtOAc and water. The organic layer...